Dataset: the Open Reaction Database (ORD), a public repository of structured organic reaction records. Task: describe an organic reaction: reactants, conditions, products, and yield Starting materials: BrCC1CC1, CC(C)(C)OC(=O)N1CCC(O)CC1, [H-], [Na+], CN(C)C=O. Product: CC(C)(C)OC(=O)N1CCC(OCC2CC2)CC1. RXN SMILES: [Br:17][CH2:18][CH:19]1[CH2:20][CH2:21]1.[C:1]([CH3:2])([CH3:3])([CH3:4])[O:5][C:6](=[O:7])[N:8]1[CH2:9][CH2:10][CH:11]([OH:14])[CH2:12][CH2:13]1.[H-:16].[Na+:15].[O:22]=[CH:23][N:24]([CH3:25])[CH3:26]>>[C:1]([CH3:2])([CH3:3])([CH3:4])[O:5][C:6](=[O:7])[N:8]1[CH2:9][CH2:10][CH:11]([O:14][CH2:18][CH:19]2[CH2:20][CH2:21]2)[CH2:12][CH2:13]1. RXN SMILES: [Cl:23][CH2:24][Cl:25].[N:1](=[N+:2]=[N-:3])[CH2:4][c:5]1[cH:6][c:7]([O:20][CH2:21][CH3:22])[c:8]([C:9](=[O:10])[O:11][C:12]([CH3:13])([CH3:14])[CH3:15])[cH:16][c:17]1[C:18]#[N:19].[OH:26][C:27]([C:28]([F:29])([F:30])[F:31])=[O:32]>>[N:1](=[N+:2]=[N-:3])[CH2:4][c:5]1[cH:6][c:7]([O:20][CH2:21][CH3:22])[c:8]([C:9](=[O:10])[OH:11])[cH:16][c:17]1[C:18]#[N:19]. Reactants: ClCCl, CCOc1cc(CN=[N+]=[N-])c(C#N)cc1C(=O)OC(C)(C)C, O=C(O)C(F)(F)F. Product: CCOc1cc(CN=[N+]=[N-])c(C#N)cc1C(=O)O. The reactants are OC=1C=C2C=CC=C(C2=CC1)NC(C1=CC=CC=C1)=O (N-(6-hydroxy-naphthalen-1-yl)-benzamide), [OH-].[K+] (KOH), ClC1=CC=NC2=CC(=C(C=C12)OC)OCCN(C)C ([2-(4-chloro-6-methoxy-quinolin-7-yloxy)-ethyl]-dimethylamine). Reagents/catalysts: [Cu] (copper). Solvent: C(Cl)Cl (CH2Cl2), O (water), CN(C)C=O (DMF), N1=CC=CC=C1 (pyridine). Conditions: temperature 120 celsius. The product is CN(CCOC1=C(C=C2C(=CC=NC2=C1)OC=1C=C2C=CC=C(C2=CC1)NC(C1=CC=CC=C1)=O)OC)C (N-{6-[7-(2-Dimethylamino-ethoxy)-6-methoxy-quinolin-4-yloxy]-naphthalen-1-yl}-benzamide). RXN SMILES: [OH:1][C:2]1[CH:3]=[C:4]2[C:9](=[CH:10][CH:11]=1)[C:8]([NH:12][C:13](=[O:20])[C:14]1[CH:19]=[CH:18][CH:17]=[CH:16][CH:15]=1)=[CH:7][CH:6]=[CH:5]2.Cl[C:22]1[C:31]2[C:26](=[CH:27][C:28]([O:34][CH2:35][CH2:36][N:37]([CH3:39])[CH3:38])=[C:29]([O:32][CH3:33])[CH:30]=2)[N:25]=[CH:24][CH:23]=1.[OH-].[K+]>CN(C=O)C.N1C=CC=CC=1.C(Cl)Cl.O.[Cu]>[CH3:38][N:37]([CH3:39])[CH2:36][CH2:35][O:34][C:28]1[CH:27]=[C:26]2[C:31]([C:22]([O:1][C:2]3[CH:3]=[C:4]4[C:9](=[CH:10][CH:11]=3)[C:8]([NH:12][C:13](=[O:20])[C:14]3[CH:15]=[CH:16][CH:17]=[CH:18][CH:19]=3)=[CH:7][CH:6]=[CH:5]4)=[CH:23][CH:24]=[N:25]2)=[CH:30][C:29]=1[O:32][CH3:33] |f:2.3|. Reported procedure: To a microwaveable vial containing 0.300 g (1.1 mmol) of N-(6-hydroxy-naphthalen-1-yl)-benzamide in 1.5 mL DMF and 1.5 mL pyridine, was added 0.771 g (2.8 mmol) of [2-(4-chloro-6-methoxy-quinolin-7-yloxy)-ethyl]-dimethylamine. Then added (5 mmol %) copper grind into the mixture, along with 0.158 g (2.5 mmol) KOH pellets. The vial was heated in a microwave for 18 min at 120° C. (60 Watts constant power, CEM powermax). The mixture was diluted with CH2Cl2 and water, then transferred to seperatory f... Reactants: C(C)OC(CCC(C1=C(C=CC(=C1)C)OC)=O)=O (ethyl-4-keto-γ-(2-methoxy-5-methylphenyl)-butyrate), Cl (HCl). Run in [OH-].[Na+] (NaOH). Product: O=C(CCC(=O)O)C1=C(C=CC(=C1)C)OC (4-Keto-γ-(2-methoxy-5-methylphenyl)-butyric acid). Yield: 80.6%. As a reaction SMILES: C([O:3][C:4](=[O:18])[CH2:5][CH2:6][C:7](=[O:17])[C:8]1[CH:13]=[C:12]([CH3:14])[CH:11]=[CH:10][C:9]=1[O:15][CH3:16])C.Cl>[OH-].[Na+]>[O:17]=[C:7]([C:8]1[CH:13]=[C:12]([CH3:14])[CH:11]=[CH:10][C:9]=1[O:15][CH3:16])[CH2:6][CH2:5][C:4]([OH:18])=[O:3] |f:2.3|. Procedure: A solution of ethyl-4-keto-γ-(2-methoxy-5-methylphenyl)-butyrate (180 g, 0.81 mole) and 1200 mL 20% NaOH was stirred at reflux for 3 hours. After cooling to 0°, the solution was acidified with concentrated HCl. The solid was filtered, washed with water, dried (in-vacuo) to yield 145 g orange solid. Recrystallization from CCl4 yielded 123 g light yellow powder, (68%). Reactants: C(C)(=O)OC1=CC=C2C=C(COC2=C1)C1=CC(=CC=C1)OC (7-acetoxy-3′-methoxyisoflav-3-ene), N1C=NC=C1 (imidazole), O1CC(=CC2=CC=C(C=C12)O)C1=CC=C(C=C1)O (isoflav-3-ene-4′,7-diol). Solvent: C(C)O (ethanol). Product: COC=1C=C(C=2COC3=CC(=CC=C3C2)O)C=CC1 (3′-MethoxyIsoflav-3-ene-7-ol). RXN SMILES: C([O:4][C:5]1[CH:14]=[C:13]2[C:8]([CH:9]=[C:10]([C:15]3[CH:20]=[CH:19][CH:18]=[C:17]([O:21][CH3:22])[CH:16]=3)[CH2:11][O:12]2)=[CH:7][CH:6]=1)(=O)C.N1C=CN=C1.O1C2C(=CC=C(O)C=2)C=C(C2C=CC(O)=CC=2)C1>C(O)C>[CH3:22][O:21][C:17]1[CH:16]=[C:15]([CH:20]=[CH:19][CH:18]=1)[C:10]1[CH2:11][O:12][C:13]2[C:8]([CH:9]=1)=[CH:7][CH:6]=[C:5]([OH:4])[CH:14]=2. Procedure details: 3′-MethoxyIsoflav-3-ene-7-ol was prepared from 7-acetoxy-3′-methoxyisoflav-3-ene (0.1 g, 0.3 mmol) and imidazole (0.15 g) in ethanol (2.0 ml) as described for isoflav-3-ene-4′,7-diol. Yield: (0.06 g, 70%) m.p. 75° C. 1H NMR (CDCl3): δ 3.84 (s, 3H, OMe), 5.12 (s, 2H, H2), 6.38 (d, 1H, J 2.0 Hz, H8), 6.40 (dd, 1H, J 2.0 Hz, 8.3 Hz, H6), 6.76 (bs, 1H, H4), 6.84 (dd, 1H, J 1.9 Hz, 8.3 Hz, ArH), 6.95 (m, 3H, ArH), 7.29 (t, 1H, J 8.3 Hz, ArH). Starting materials: CC(C)(C)O, C=Cc1cc(C(CC)CC(=O)OCC)cc(F)c1F, [Na+], [Na+], O, O=S([O-])[O-]. Yields the product CCOC(=O)CC(CC)c1cc(F)c(F)c(C(O)CO)c1. Reaction SMILES: [C:27]([OH:28])([CH3:29])([CH3:30])[CH3:31].[CH:1](=[CH2:2])[c:3]1[cH:4][c:5]([CH:11]([CH2:12][C:13](=[O:14])[O:15][CH2:16][CH3:17])[CH2:18][CH3:19])[cH:6][c:7]([F:10])[c:8]1[F:9].[Na+:24].[Na+:25].[OH2:26].[S:20](=[O:21])([O-:22])[O-:23]>>[CH:1]([CH2:2][OH:21])([c:3]1[cH:4][c:5]([CH:11]([CH2:12][C:13](=[O:14])[O:15][CH2:16][CH3:17])[CH2:18][CH3:19])[cH:6][c:7]([F:10])[c:8]1[F:9])[OH:26]. Starting materials: [OH-].[Na+] (NaOH), CO (CH3OH), CN(CCN(C=1C(=CC(=C(C1)OC)NC1=NC=CC(=N1)C1=CN(C2=CC=CC=C12)C)N)C)C (N1-(2-dimethylaminoethyl)-5-methoxy-N1-methyl-N4-[4-(1-methylindol-3-yl)pyrimidin-2-yl]benzene-1,2,4-triamine), CN(CCN(C=1C(=CC(=C(C1)OC)NC1=NC=CC(=N1)C1=CN(C2=CC=CC=C12)C)N)C)C (N1-(2-dimethylaminoethyl)-5-methoxy-N1-methyl-N4-[4-(1-methylindol-3-yl)pyrimidin-2-yl]benzene-1,2,4-triamine), ClCCC(=O)Cl (3-chloropropanoyl chloride). Run in O (water), C1CCOC1 (THF), O (water). Reaction conditions: time 15 minute. The product is CN(CCN(C1=C(C=C(C(=C1)OC)NC1=NC=CC(=N1)C1=CN(C2=CC=CC=C12)C)NC(C=C)=O)C)C (N-(2-{2-Dimethylaminoethyl-methylamino}-4-methoxy-5-{[4-(1-methylindol-3-yl)pyrimidin-2-yl]amino}phenyl)prop-2-enamide). Yield: 65.7%. As a reaction SMILES: [CH3:1][N:2]([CH3:33])[CH2:3][CH2:4][N:5]([CH3:32])[C:6]1[C:7]([NH2:31])=[CH:8][C:9]([NH:14][C:15]2[N:20]=[C:19]([C:21]3[C:29]4[C:24](=[CH:25][CH:26]=[CH:27][CH:28]=4)[N:23]([CH3:30])[CH:22]=3)[CH:18]=[CH:17][N:16]=2)=[C:10]([O:12][CH3:13])[CH:11]=1.Cl[CH2:35][CH2:36][C:37](Cl)=[O:38].[OH-].[Na+].CO>C1COCC1.O>[CH3:33][N:2]([CH3:1])[CH2:3][CH2:4][N:5]([CH3:32])[C:6]1[CH:11]=[C:10]([O:12][CH3:13])[C:9]([NH:14][C:15]2[N:20]=[C:19]([C:21]3[C:29]4[C:24](=[CH:25][CH:26]=[CH:27][CH:28]=4)[N:23]([CH3:30])[CH:22]=3)[CH:18]=[CH:17][N:16]=2)=[CH:8][C:7]=1[NH:31][C:37](=[O:38])[CH:36]=[CH2:35] |f:2.3|. Procedure details: To a stirred solution of N1-(2-dimethylaminoethyl)-5-methoxy-N1-methyl-N4-[4-(1-methylindol-3-yl)pyrimidin-2-yl]benzene-1,2,4-triamine (Intermediate 100, 10 g, 21.32 mmol) in THF (95 mL) and water (9.5 mL) at 0° C. was added the 3-chloropropanoyl chloride (3.28 g, 25.59 mmol). The mixture was stirred at r.t. for 15 minutes then NaOH (3.48 g, 85.28 mmol) was added. The resulting mixture was heated to 65° C. for 10 h. The mixture was then cooled to r.t. and CH3OH (40 mL) and water (70 mL) were add... The reactants are Cl.COC([C@@H](N)CO)=O ((5)-serine methyl ester hydrochloride), FC1=C(COC=2C=3N(C=CC2)C(=C(N3)C)C(=O)O)C(=CC=C1)F (8-[(2,6-difluorobenzyl)oxy]-2-methylimidazo[1,2-a]pyridine-3-carboxylic acid), F[B-](F)(F)F.N1(N=NC2=C1C=CC=C2)O[C+](N(C)C)N(C)C ((benzotriazol-1-yloxy)bisdimethylaminomethylium fluoroborate), CN1CCOCC1 (4-methylmorpholine). Run in CN(C)C=O (DMF), O (water). Reaction conditions: time 10 minute. Product: FC1=C(COC=2C=3N(C=CC2)C(=C(N3)C)C(=O)N[C@@H](CO)C(=O)OC)C(=CC=C1)F (Methyl N-({8-[(2,6-difluorobenzyl)oxy]-2-methylimidazo[1,2-a]pyridin-3-yl}carbonyl)-L-serinate). As a reaction SMILES: [F:1][C:2]1[CH:22]=[CH:21][CH:20]=[C:19]([F:23])[C:3]=1[CH2:4][O:5][C:6]1[C:7]2[N:8]([C:12]([C:16](O)=[O:17])=[C:13]([CH3:15])[N:14]=2)[CH:9]=[CH:10][CH:11]=1.F[B-](F)(F)F.N1(O[C+](N(C)C)N(C)C)C2C=CC=CC=2N=N1.CN1CCOCC1.Cl.[CH3:54][O:55][C:56](=[O:61])[C@H:57]([CH2:59][OH:60])[NH2:58]>CN(C=O)C.O>[F:23][C:19]1[CH:20]=[CH:21][CH:22]=[C:2]([F:1])[C:3]=1[CH2:4][O:5][C:6]1[C:7]2[N:8]([C:12]([C:16]([NH:58][C@H:57]([C:56]([O:55][CH3:54])=[O:61])[CH2:59][OH:60])=[O:17])=[C:13]([CH3:15])[N:14]=2)[CH:9]=[CH:10][CH:11]=1 |f:1.2,4.5|. Procedure details: 500 mg (1.57 mmol) of 8-[(2,6-difluorobenzyl)oxy]-2-methylimidazo[1,2-a]pyridine-3-carboxylic acid Example 6A, 756 mg (2.36 mmol) of (benzotriazol-1-yloxy)bisdimethylaminomethylium fluoroborate (TBTU) and 794 mg (7.89 mmol) of 4-methylmorpholine were initially charged in 3 ml of DMF. After 10 min at RT, 293 mg (1.89 mmol) of (5)-serine methyl ester hydrochloride were added and the mixture was stirred at RT overnight. About 80 ml of water were added to the reaction solution, and the precipitate f... Product: N1(CCC(CC1)C1=CC=NC=C1)CC#N ((3,4,5,6-Tetrahydro-2H-[4,4′]bipyridinyl-1-yl)-acetonitrile). RXN SMILES: [NH:1]1[CH2:6][CH2:5][CH:4]([C:7]2[CH:12]=[CH:11][N:10]=[CH:9][CH:8]=2)[CH2:3][CH2:2]1.Br[CH2:14][C:15]#[N:16]>>[N:10]1([CH2:14][C:15]#[N:16])[CH2:9][CH2:8][CH:7]([C:4]2[CH:5]=[CH:6][N:1]=[CH:2][CH:3]=2)[CH2:12][CH2:11]1. The reactants are N1CCC(CC1)C1=CC=NC=C1 (1,2,3,4,5,6-Hexahydro-[4,4′]bipyridinyl), BrCC#N (bromoacetonitrile). Procedure: The title compound is synthesized by coupling of 1,2,3,4,5,6-Hexahydro-[4,4′]bipyridinyl (commercially available from CHESS GmbH) and bromoacetonitrile analogously to the preparation of Intermediate 149.2 as a colorless oil; ES-MS: M+H=202.2: CtRet=2.41. As a reaction SMILES: [CH2:42]([N:43]=[C:44]=[N:45][CH2:46][CH2:47][CH2:48][N:49]([CH3:50])[CH3:51])[CH3:52].[CH3:54][N:55]([CH3:56])[CH:57]=[O:58].[ClH:41].[NH2:1][c:2]1[s:3][cH:4][c:5](-[c:7]2[cH:8][cH:9][c:10]([Cl:13])[cH:11][cH:12]2)[n:6]1.[OH2:30].[OH2:53].[OH:31][n:32]1[c:33]2[cH:34][cH:35][cH:36][cH:37][c:38]2[n:39][n:40]1.[c:14]1(-[c:20]2[c:21]([CH2:25][CH2:26][C:27](=[O:28])[OH:29])[cH:22][n:23][o:24]2)[cH:15][cH:16][cH:17][cH:18][cH:19]1>>[NH:1]([c:2]1[s:3][cH:4][c:5](-[c:7]2[cH:8][cH:9][c:10]([Cl:13])[cH:11][cH:12]2)[n:6]1)[C:27]([CH2:26][CH2:25][c:21]1[c:20](-[c:14]2[cH:15][cH:16][cH:17][cH:18][cH:19]2)[o:24][n:23][cH:22]1)=[O:28]. Product: O=C(CCc1cnoc1-c1ccccc1)Nc1nc(-c2ccc(Cl)cc2)cs1. The reactants are CCN=C=NCCCN(C)C, CN(C)C=O, Cl, Nc1nc(-c2ccc(Cl)cc2)cs1, O, O, On1nnc2ccccc21, O=C(O)CCc1cnoc1-c1ccccc1.